The task is: describe an organic reaction: reactants, conditions, products, and yield. This data is from the Open Reaction Database (ORD), a public repository of structured organic reaction records. The reactants are CCCCCC, CC(C)=CC1C(C(=O)O)C1(C)C, O=S(Cl)Cl. The product is CC(C)=CC1C(C(=O)O)C1(C)C, [Cl-]. Reaction SMILES: [CH3:17][CH2:18][CH2:19][CH2:20][CH2:21][CH3:22].[CH3:1][C:2]1([CH3:12])[CH:3]([C:9](=[O:10])[OH:11])[CH:4]1[CH:5]=[C:6]([CH3:7])[CH3:8].[S:13]([Cl:14])([Cl:15])=[O:16]>>[CH3:1][C:2]1([CH3:12])[CH:3]([C:9](=[O:10])[OH:11])[CH:4]1[CH:5]=[C:6]([CH3:7])[CH3:8].[Cl-:15]. Starting materials: S(C)(=O)(=O)O.N[C@H](C(=O)OC[C@@H](C)OC(=O)C1=CC=CC=C1)CC1=CC(=C(C=C1)O)O ((2R)-2-phenylcarbonyloxypropyl (2S)-2-amino-3-(3,4-dihydroxyphenyl)propanoate mesylate), C(C)(C)(C)OC(=O)N[C@H](C(=O)OC[C@@H](C)OC(=O)C1=CC=CC=C1)CC1=CC(=C(C=C1)O)O ((2R)-2-phenylcarbonyloxypropyl (2S)-2-(tert-butoxycarbonyl)amino-3-(3,4-dihydroxyphenyl)propanoate), ClCCl (dichloromethane). Run in O1CCOCC1 (dioxane). Product: N[C@H](C(=O)OC[C@@H](C)OC(=O)C1=CC=CC=C1)CC1=CC(=C(C=C1)O)O ((2R)-2-phenylcarbonyloxypropyl (2S)-2-amino-3-(3,4-dihydroxyphenyl)propanoate). Reaction SMILES: S(O)(=O)(=O)C.[NH2:6][C@@H:7]([CH2:23][C:24]1[CH:29]=[CH:28][C:27]([OH:30])=[C:26]([OH:31])[CH:25]=1)[C:8]([O:10][CH2:11][C@H:12]([O:14][C:15]([C:17]1[CH:22]=[CH:21][CH:20]=[CH:19][CH:18]=1)=[O:16])[CH3:13])=[O:9].C(OC(N[C@@H](CC1C=CC(O)=C(O)C=1)C(OC[C@H](OC(C1C=CC=CC=1)=O)C)=O)=O)(C)(C)C.ClCCl>O1CCOCC1>[NH2:6][C@@H:7]([CH2:23][C:24]1[CH:29]=[CH:28][C:27]([OH:30])=[C:26]([OH:31])[CH:25]=1)[C:8]([O:10][CH2:11][C@H:12]([O:14][C:15]([C:17]1[CH:22]=[CH:21][CH:20]=[CH:19][CH:18]=1)=[O:16])[CH3:13])=[O:9] |f:0.1|. Reported procedure: As an example of the one-pot procedure for preparing crystalline (2R)-2-phenylcarbonyloxypropyl (2S)-2-amino-3-(3,4-dihydroxyphenyl)propanoate mesylate, a solution of (2R)-2-phenylcarbonyloxypropyl (2S)-2-(tert-butoxycarbonyl)amino-3-(3,4-dihydroxyphenyl)propanoate in a solvent in which it is soluble is prepared. Examples of suitable solvents include dichloromethane and dioxane. The tert-butoxycarbonyl group is deprotected by adding an acid to provide (2R)-2-phenylcarbonyloxypropyl (2S)-2-amino-...